From a dataset of the Open Reaction Database (ORD), a public repository of structured organic reaction records. describe an organic reaction: reactants, conditions, products, and yield Reactants: C(C)(=O)C1=CC=CC=C1 (acetophenone), COC1=CC=C(C=C1)N (p-anisidine), C1=CC=CC=C1 (benzene). Solvent: O (water). Product: CC(C1=CC=CC=C1)=NC1=CC=C(OC)C=C1 (N-(αmethyl-benzylidene)-p-anisidine). RXN SMILES: [C:1]([C:4]1[CH:9]=[CH:8][CH:7]=[CH:6][CH:5]=1)(=O)[CH3:2].[CH3:10][O:11][C:12]1[CH:17]=[CH:16][C:15]([NH2:18])=[CH:14][CH:13]=1.C1C=CC=CC=1>O>[CH3:2][C:1](=[N:18][C:15]1[CH:16]=[CH:17][C:12]([O:11][CH3:10])=[CH:13][CH:14]=1)[C:4]1[CH:9]=[CH:8][CH:7]=[CH:6][CH:5]=1. Procedure details: A solution of acetophenone (64 ml), p-anisidine (65 mg), benzene (100 ml) was refluxed in the presence of molecular sieve (100 g) with continuous removal of water. The crude product was purified by crystallizing it from ethanol to give N-(αmethyl-benzylidene)-p-anisidine (VII) (50 g). VII had a melting point of 81°-82° C.